This data is from the Open Reaction Database (ORD), a public repository of structured organic reaction records. The task is: describe an organic reaction: reactants, conditions, products, and yield The reactants are CCOCCN1CCc2c(C(=O)O)cccc2C1=O, CCN=C=NCCCN(C)C, CCN(C(C)C)C(C)C, ClCCl, Cl, Cl, NC(Cc1cc(F)cc(F)c1)C(O)CNC1(c2cccc(C(F)(F)F)c2)CC1, Oc1cccc2[nH]nnc12. The product is CCOCCN1CCc2c(C(=O)NC(Cc3cc(F)cc(F)c3)C(O)CNC3(c4cccc(C(F)(F)F)c4)CC3)cccc2C1=O. RXN SMILES: [CH2:30]([CH3:31])[O:32][CH2:33][CH2:34][N:35]1[C:36](=[O:48])[c:37]2[cH:38][cH:39][cH:40][c:41]([C:45](=[O:46])[OH:47])[c:42]2[CH2:43][CH2:44]1.[CH3:60][N:61]([CH3:62])[CH2:63][CH2:64][CH2:65][N:66]=[C:67]=[N:68][CH2:69][CH3:70].[CH:71]([N:72]([CH2:73][CH3:74])[CH:75]([CH3:76])[CH3:77])([CH3:78])[CH3:79].[Cl:80][CH2:81][Cl:82].[ClH:1].[ClH:59].[NH2:2][CH:3]([CH:4]([CH2:5][NH:6][C:7]1([c:10]2[cH:11][c:12]([C:16]([F:17])([F:18])[F:19])[cH:13][cH:14][cH:15]2)[CH2:8][CH2:9]1)[OH:20])[CH2:21][c:22]1[cH:23][c:24]([F:29])[cH:25][c:26]([F:28])[cH:27]1.[OH:49][c:50]1[c:51]2[n:52][n:53][nH:54][c:55]2[cH:56][cH:57][cH:58]1>>[NH:2]([CH:3]([CH:4]([CH2:5][NH:6][C:7]1([c:10]2[cH:11][c:12]([C:16]([F:17])([F:18])[F:19])[cH:13][cH:14][cH:15]2)[CH2:8][CH2:9]1)[OH:20])[CH2:21][c:22]1[cH:23][c:24]([F:29])[cH:25][c:26]([F:28])[cH:27]1)[C:45]([c:41]1[cH:40][cH:39][cH:38][c:37]2[c:42]1[CH2:43][CH2:44][N:35]([CH2:34][CH2:33][O:32][CH2:30][CH3:31])[C:36]2=[O:48])=[O:46].